From a dataset of the Open Reaction Database (ORD), a public repository of structured organic reaction records. describe an organic reaction: reactants, conditions, products, and yield Starting materials: COS(=O)(=O)[O-], CN1C(=O)CC(=O)Nc2ccccc21, [NH2-], [Na], Cc1ccccc1C. The product is CN1C(=O)CC(=O)N(C)c2ccccc21. As a reaction SMILES: [CH3:17][O:18][S:19]([O-:20])(=[O:21])=[O:22].[CH3:3][N:4]1[C:5](=[O:16])[CH2:6][C:7](=[O:15])[NH:8][c:9]2[c:10]1[cH:11][cH:12][cH:13][cH:14]2.[NH2-:2].[Na:1].[c:23]1([CH3:24])[c:25]([CH3:26])[cH:27][cH:28][cH:29][cH:30]1>>[CH3:3][N:4]1[C:5](=[O:16])[CH2:6][C:7](=[O:15])[N:8]([CH3:17])[c:9]2[c:10]1[cH:11][cH:12][cH:13][cH:14]2.